From a dataset of the Open Reaction Database (ORD), a public repository of structured organic reaction records. describe an organic reaction: reactants, conditions, products, and yield The solvent is O1CCCC1 (tetrahydrofuran), O1CCCC1 (tetrahydrofuran). Reaction SMILES: Br[CH:2]([CH2:12][C:13]([Cl:16])([Cl:15])[Cl:14])[C:3]([CH3:11])([CH3:10])[CH2:4][C:5]([O:7][CH2:8][CH3:9])=[O:6].[O-]CC.[Na+]>O1CCCC1>[Cl:14][C:13]([Cl:15])([Cl:16])[CH:12]=[CH:2][C:3]([CH3:10])([CH3:11])[CH2:4][C:5]([O:7][CH2:8][CH3:9])=[O:6] |f:1.2|. Starting materials: solution, BrC(C(CC(=O)OCC)(C)C)CC(Cl)(Cl)Cl (ethyl 4-bromo-6,6,6-trichloro-3,3-dimethylhexanoate), [O-]CC.[Na+] (sodium ethoxide), ice water. The product is ClC(C=CC(CC(=O)OCC)(C)C)(Cl)Cl (ethyl 6,6,6-trichloro-3,3-dimethyl-4-hexenoate). Conditions: time 16 hour. Procedure: Two milliliters of a solution of anhydrous tetrahydrofuran containing 709 mg (2 mmoles) of ethyl 4-bromo-6,6,6-trichloro-3,3-dimethylhexanoate was added dropwise to a suspension of 163 mg (2.4 mmoles) of sodium ethoxide in 20 ml of anhydrous tetrahydrofuran. The mixture was stirred at room temperature for about 16 hours, poured into ice water and extracted with diethyl ether. The extract was dried over magnesium sulfate and then distilled to give 448 mg (82% yield) of ethyl 6,6,6-trichloro-3,3-d... The yield is 82.0%. Starting materials: CN1C=C(C2=CC=C(C=C12)[N+](=O)[O-])C=1C(NC(C1C1=CN(C2=CC(=CC=C12)[N+](=O)[O-])C)=O)=O (3,4-Bis-(1-methyl-6-nitro-1H-indol-3-yl)-pyrrole-2,5-dione). Reagents/catalysts: [Ni] (Raney Nickel). Run in CN(C=O)C (N,N-dimethylformamide). Run at time 20 hour. The product is CN1C=C(C2=CC=C(C=C12)N)C=1C(NC(C1C1=CN(C2=CC(=CC=C12)N)C)=O)=O (3,4-bis-(1-methyl-6-amino-1H-indol-3-yl)-pyrrole-2,5-dione). The yield is 82.6%. Reaction SMILES: [CH3:1][N:2]1[C:10]2[C:5](=[CH:6][CH:7]=[C:8]([N+:11]([O-])=O)[CH:9]=2)[C:4]([C:14]2[C:15](=[O:33])[NH:16][C:17](=[O:32])[C:18]=2[C:19]2[C:27]3[C:22](=[CH:23][C:24]([N+:28]([O-])=O)=[CH:25][CH:26]=3)[N:21]([CH3:31])[CH:20]=2)=[CH:3]1>CN(C)C=O.[Ni]>[CH3:31][N:21]1[C:22]2[C:27](=[CH:26][CH:25]=[C:24]([NH2:28])[CH:23]=2)[C:19]([C:18]2[C:17](=[O:32])[NH:16][C:15](=[O:33])[C:14]=2[C:4]2[C:5]3[C:10](=[CH:9][C:8]([NH2:11])=[CH:7][CH:6]=3)[N:2]([CH3:1])[CH:3]=2)=[CH:20]1. Procedure: 3,4-Bis-(1-methyl-6-nitro-1H-indol-3-yl)-pyrrole-2,5-dione (50 mg, 0.11 mmole), as prepared in Example 2 g, was dissolved in N,N-dimethylformamide (10 mL), a catalytic amount of activated Raney Nickel was added and the reaction was shaken on a Parr Hydro-genator at 45 psi. for 20 hr. The reaction mixture was filtered through a bed of celite with ethyl acetate and concentrated. The product was purified by recrystallization from acetone and hexane to give 3,4-bis-(1-methyl-6-amino-1H-indol-3-yl)-p... Starting materials: N[C@H]1[C@H](CC2=CC=CC=C12)O ((1R,2S)-1-aminoindan-2-ol), O1CCCC1 (tetrahydrofuran), O1CCCC1 (tetrahydrofuran), FC1=CC=C(C=C1)C1=C2C(CC3(CCC3)OC2=CC(=C1C(C1=CC=C(C=C1)OC(F)(F)F)F)C(C)C)=O (5-(4-Fluorophenyl)-6-{fluoro[4-(trifluoromethoxy)phenyl]methyl}-7-isopropylspiro[chromen-2,1′-cyclobutan]-4(3H)-one). The solvent is CO (methanol). Reaction conditions: time 30 minute. Yields the product FC1=CC=C(C=C1)C1=C2[C@H](CC3(CCC3)OC2=CC(=C1C(C1=CC=C(C=C1)OC(F)(F)F)F)C(C)C)O ((4S)-5-(4-Fluorophenyl)-6-{fluoro[4-(trifluoromethoxy)phenyl]methyl}-7-isopropyl-3,4-dihydrospiro[chromen-2,1′-cyclobutan]-4-ol). RXN SMILES: N[C@@H]1C2C(=CC=CC=2)C[C@@H]1O.O1CCCC1.[F:17][C:18]1[CH:23]=[CH:22][C:21]([C:24]2[C:36]([CH:37]([F:49])[C:38]3[CH:43]=[CH:42][C:41]([O:44][C:45]([F:48])([F:47])[F:46])=[CH:40][CH:39]=3)=[C:35]([CH:50]([CH3:52])[CH3:51])[CH:34]=[C:33]3[C:25]=2[C:26](=[O:53])[CH2:27][C:28]2([O:32]3)[CH2:31][CH2:30][CH2:29]2)=[CH:20][CH:19]=1>CO>[F:17][C:18]1[CH:19]=[CH:20][C:21]([C:24]2[C:36]([CH:37]([F:49])[C:38]3[CH:43]=[CH:42][C:41]([O:44][C:45]([F:47])([F:48])[F:46])=[CH:40][CH:39]=3)=[C:35]([CH:50]([CH3:51])[CH3:52])[CH:34]=[C:33]3[C:25]=2[C@@H:26]([OH:53])[CH2:27][C:28]2([O:32]3)[CH2:31][CH2:30][CH2:29]2)=[CH:22][CH:23]=1. Procedure details: Under argon, 0.6 mg (0.004 mmol) of (1R,2S)-1-aminoindan-2-ol is dissolved in 0.5 ml of abs. tetrahydrofuran, 27.5 μl (0.15 mmol) of borane/N,N-diethylaniline complex are added and the mixture is stirred at room temperature for 30 min. After this time, 20 mg (0.04 mmol) of 5-(4-fluorophenyl)-6-{fluoro[4-(trifluoromethoxy)phenyl]methyl}-7-isopropylspiro[chromen-2,1′-cyclobutan]-4(3H)-one (Example 59A), dissolved in 1 ml of abs. tetrahydrofuran, are then added at room temperature over a period of ... Starting materials: ClC1=C(C#N)C=C(C(=N1)NC1=NNC(=C1)C1CC1)Cl (2,5-dichloro-6-(5-cyclopropyl-1H-pyrazol-3-ylamino)nicotinonitrile), CCN(C(C)C)C(C)C (DIEA), FC=1C=CC(=NC1)[C@H](C)N ((5)-1-(5-fluoropyridin-2-yl)ethanamine). Solvent: CCCCO (n-BuOH), O (water). The product is ClC=1C(=NC(=C(C#N)C1)N[C@@H](C)C1=NC=C(C=C1)F)NC1=NNC(=C1)C1CC1 ((S)-5-Chloro-6-(5-cyclopropyl-1H-pyrazol-3-ylamino)-2-(1-(5-fluoropyridin-2-yl)ethylamino)nicotinonitrile). The yield is 51.8%. Reaction SMILES: Cl[C:2]1[N:9]=[C:8]([NH:10][C:11]2[CH:15]=[C:14]([CH:16]3[CH2:18][CH2:17]3)[NH:13][N:12]=2)[C:7]([Cl:19])=[CH:6][C:3]=1[C:4]#[N:5].CCN(C(C)C)C(C)C.[F:29][C:30]1[CH:31]=[CH:32][C:33]([C@@H:36]([NH2:38])[CH3:37])=[N:34][CH:35]=1>CCCCO.O>[Cl:19][C:7]1[C:8]([NH:10][C:11]2[CH:15]=[C:14]([CH:16]3[CH2:18][CH2:17]3)[NH:13][N:12]=2)=[N:9][C:2]([NH:38][C@H:36]([C:33]2[CH:32]=[CH:31][C:30]([F:29])=[CH:35][N:34]=2)[CH3:37])=[C:3]([CH:6]=1)[C:4]#[N:5]. Reported procedure: A solution of 2,5-dichloro-6-(5-cyclopropyl-1H-pyrazol-3-ylamino)nicotinonitrile (Method 43, 0.60 g, 2.04 mmol), DIEA (0.34 g, 2.65 mmol), and (5)-1-(5-fluoropyridin-2-yl)ethanamine (Method 33; 0.90 g, 6.12 mmol) in n-BuOH was heated to 120° C. for 9 hours. The reaction was then cooled to room temperature, diluted with water (20 ml), and extracted with DCM (2×50 ml). The combined organic fractions were dried over Na2SO4, filtered, and then concentrated. The resulting oil was purified by column c...